Dataset: the Open Reaction Database (ORD), a public repository of structured organic reaction records. Task: describe an organic reaction: reactants, conditions, products, and yield Reactants: NCCC1OCCO1 (2-(2-aminoethyl)-1,3-dioxolane), ClC(Cl)(Cl)C(=O)C=1NC(=C(C1)Br)Br (4,5-dibromopyrrol-2-yl trichloromethyl ketone). The solvent is C(C)#N (acetonitrile). Product: BrC=1C=C(NC1Br)C(=O)NCCC1OCCO1 (4,5-Dibromo-N-[2-(1,3-dioxolan-2-yl)ethyl]pyrrole-2-carboxamide). As a reaction SMILES: [NH2:1][CH2:2][CH2:3][CH:4]1[O:8][CH2:7][CH2:6][O:5]1.ClC([C:13]([C:15]1[NH:16][C:17]([Br:21])=[C:18]([Br:20])[CH:19]=1)=[O:14])(Cl)Cl>C(#N)C>[Br:20][C:18]1[CH:19]=[C:15]([C:13]([NH:1][CH2:2][CH2:3][CH:4]2[O:8][CH2:7][CH2:6][O:5]2)=[O:14])[NH:16][C:17]=1[Br:21]. Procedure details: A solution of 2-(2-aminoethyl)-1,3-dioxolane (2.4 g, 20.6 mmol) and 4,5-dibromopyrrol-2-yl trichloromethyl ketone (7.6 g, 20.5 mmol) in 30 mL of acetonitrile was stirred at room temperature for 16 h. The reaction mixture was filtered and the precipitate 11 (6.8 g, 90%) was collected as a colorless solid: mp 155-157° C.; 1H NMR (CDCl3) d 1.99 (dt, 2H, J=6.0, 4.2), 3.61 (dt, 2H, J=6.0, 5.6), 3.92 (m, 2H), 4.05 (m, 2H), 5.00 (t, 1H, J=4.2), 6.51 (d, 1H, J=2.8), 6.66 (bs, 1H), 10.57 (bs, 1H); 13C NM... Starting materials: Nc1ccc(Br)cc1[N+](=O)[O-], OB(O)c1ccccc1F, [Na+], O=C([O-])O, C1COCCO1, O, c1ccc(P(c2ccccc2)(c2ccccc2)[Pd](P(c2ccccc2)(c2ccccc2)c2ccccc2)(P(c2ccccc2)(c2ccccc2)c2ccccc2)P(c2ccccc2)(c2ccccc2)c2ccccc2)cc1. RXN SMILES: [Br:1][c:2]1[cH:3][c:4]([N+:9](=[O:10])[O-:11])[c:5]([NH2:8])[cH:6][cH:7]1.[F:12][c:13]1[c:14]([B:19]([OH:20])[OH:21])[cH:15][cH:16][cH:17][cH:18]1.[Na+:26].[O-:22][C:23]([OH:24])=[O:25].[O:27]1[CH2:28][CH2:29][O:30][CH2:31][CH2:32]1.[OH2:33].[cH:34]1[cH:35][cH:36][c:37]([P:38]([Pd:39]([P:40]([c:41]2[cH:42][cH:43][cH:44][cH:45][cH:46]2)([c:47]2[cH:48][cH:49][cH:50][cH:51][cH:52]2)[c:53]2[cH:54][cH:55][cH:56][cH:57][cH:58]2)([P:59]([c:60]2[cH:61][cH:62][cH:63][cH:64][cH:65]2)([c:66]2[cH:67][cH:68][cH:69][cH:70][cH:71]2)[c:72]2[cH:73][cH:74][cH:75][cH:76][cH:77]2)[P:78]([c:79]2[cH:80][cH:81][cH:82][cH:83][cH:84]2)([c:85]2[cH:86][cH:87][cH:88][cH:89][cH:90]2)[c:91]2[cH:92][cH:93][cH:94][cH:95][cH:96]2)([c:97]2[cH:98][cH:99][cH:100][cH:101][cH:102]2)[c:103]2[cH:104][cH:105][cH:106][cH:107][cH:108]2)[cH:109][cH:110]1>>[c:2]1(-[c:14]2[c:13]([F:12])[cH:18][cH:17][cH:16][cH:15]2)[cH:3][c:4]([N+:9](=[O:10])[O-:11])[c:5]([NH2:8])[cH:6][cH:7]1. Yields the product Nc1ccc(-c2ccccc2F)cc1[N+](=O)[O-]. Starting materials: Cl.CN(CCCN=C=NCC)C (1-(3-dimethylaminopropyl)-3-ethylcarbodiimide hydrochloride), NC=1N=C2N(C=C(C=C2)C(=O)O)C1C1=CC=CC=C1 (2-amino-3-phenyl-6-(carboxy)imidazo-[1,2-a]-pyridine), Cl.CNOC (N,O-dimethylhydroxylamine hydrochloride), C(C)(C)N(CC)C(C)C (diisopropylethylamine). The solvent is CN(C)C=O (DMF). Reaction conditions: time 30 minute. Yields the product NC=1N=C2N(C=C(C=C2)C(N(OC)C)=O)C1C1=CC=CC=C1 (2-Amino-3-phenyl-6-(N-methyl-N-methoxycarbamoyl)imidazo[1,2-a]pyridine). The yield is 59.1%. Reaction SMILES: [NH2:1][C:2]1[N:3]=[C:4]2[CH:9]=[CH:8][C:7]([C:10]([OH:12])=O)=[CH:6][N:5]2[C:13]=1[C:14]1[CH:19]=[CH:18][CH:17]=[CH:16][CH:15]=1.Cl.[CH3:21][NH:22][O:23][CH3:24].C(N(C(C)C)CC)(C)C.Cl.CN(C)CCCN=C=NCC>CN(C=O)C>[NH2:1][C:2]1[N:3]=[C:4]2[CH:9]=[CH:8][C:7]([C:10](=[O:12])[N:22]([CH3:21])[O:23][CH3:24])=[CH:6][N:5]2[C:13]=1[C:14]1[CH:19]=[CH:18][CH:17]=[CH:16][CH:15]=1 |f:1.2,4.5|. Procedure: The 2-amino-3-phenyl-6-(carboxy)imidazo-[1,2-a]-pyridine (80.4 g, 0.317 mol) and N,O-dimethylhydroxylamine hydrochloride (92.8 g, 0.951 mol) were dissolved in 500 ml DMF under N2. The diisopropylethylamine (123 g, 0.951 mol) was added and the mixture stirred for 30 minutes at RT. The 1-(3-dimethylaminopropyl)-3-ethylcarbodiimide hydrochloride (122 g, 0.634 mol) was added and allowed to stir for 19 hours at RT. The DMF was removed in vacuo and the residue was poured onto 4 L of H2O. The aqueous l... Starting materials: BrC=1SC=C(N1)Br (2,4-dibromothiazole), N1CCOCC1 (morpholine). Run in O (water). Conditions: time 16 hour. The product is BrC=1N=C(SC1)N1CCOCC1 (4-(4-bromothiazol-2-yl)morpholine). The yield is 89.2%. Reaction SMILES: Br[C:2]1[S:3][CH:4]=[C:5]([Br:7])[N:6]=1.[NH:8]1[CH2:13][CH2:12][O:11][CH2:10][CH2:9]1>O>[Br:7][C:5]1[N:6]=[C:2]([N:8]2[CH2:13][CH2:12][O:11][CH2:10][CH2:9]2)[S:3][CH:4]=1. Reported procedure: A solution of 2,4-dibromothiazole (500 mg, 2.06 mmol) in morpholine (4.0 mL, 22.3 mmol) was warmed at 50° C. in a sealed tube. After 16 hours, the mixture was cooled to room temperature, diluted with 20 mL of water and extracted with three 30 mL portions of diethyl ether. The combined organic layers was washed with five 30 mL portions of water, 30 mL of brine, dried over magnesium sulfate, filtered, and concentrated in vacuo. The residue was chromatographed over SiO2 using ethyl acetate in hexan...